Dataset: the Open Reaction Database (ORD), a public repository of structured organic reaction records. Task: describe an organic reaction: reactants, conditions, products, and yield Product: FC1=C(C=CC(=C1)F)C1=CC=C(C(C(=O)OC(C)Cl)=C1)O (1-chloroethyl 5-(2,4-difluorophenyl)salicylate). Procedure: To a mixture of vinyl 5-(2,4-difluorophenyl)salicylate (15 g) and 0.1 g dry PCl5, HCl gas is passed for about one hour at about 120°-125° C. Upon cooling, the crude product crystallizes and is collected by filtration. Recrystallization from methanol yields pure 1-chloroethyl 5-(2,4-difluorophenyl)salicylate. Conditions: time 1 hour. RXN SMILES: [F:1][C:2]1[CH:7]=[C:6]([F:8])[CH:5]=[CH:4][C:3]=1[C:9]1[CH:19]=[C:13]([C:14]([O:16][CH:17]=[CH2:18])=[O:15])[C:12]([OH:20])=[CH:11][CH:10]=1.P(Cl)(Cl)(Cl)(Cl)[Cl:22].Cl>>[F:1][C:2]1[CH:7]=[C:6]([F:8])[CH:5]=[CH:4][C:3]=1[C:9]1[CH:19]=[C:13]([C:14]([O:16][CH:17]([Cl:22])[CH3:18])=[O:15])[C:12]([OH:20])=[CH:11][CH:10]=1. The reactants are FC1=C(C=CC(=C1)F)C1=CC=C(C(C(=O)OC=C)=C1)O (vinyl 5-(2,4-difluorophenyl)salicylate), P(Cl)(Cl)(Cl)(Cl)Cl (PCl5), Cl (HCl). Starting materials: CN(C)C=O, CCOC(C)=O, N#Cc1cnc(Cl)c([N+](=O)[O-])c1, NC1CCC(O)CC1. The product is N#Cc1cnc(NC2CCC(O)CC2)c([N+](=O)[O-])c1. As a reaction SMILES: [CH3:21][N:22]([CH3:23])[CH:24]=[O:25].[CH3:26][CH2:27][O:28][C:29](=[O:30])[CH3:31].[Cl:1][c:2]1[n:3][cH:4][c:5]([C:11]#[N:12])[cH:6][c:7]1[N+:8](=[O:9])[O-:10].[NH2:13][CH:14]1[CH2:15][CH2:16][CH:17]([OH:20])[CH2:18][CH2:19]1>>[c:2]1([NH:13][CH:14]2[CH2:15][CH2:16][CH:17]([OH:20])[CH2:18][CH2:19]2)[n:3][cH:4][c:5]([C:11]#[N:12])[cH:6][c:7]1[N+:8](=[O:9])[O-:10]. Starting materials: FC(F)(F)c1nnc(Cl)s1, CC(c1ccc(B2OC(C)(C)C(C)(C)O2)cc1)N1CCC(CC(C)(C)O)(c2ccccc2)OC1=O. Yields the product CC(c1ccc(-c2nnc(C(F)(F)F)s2)cc1)N1CCC(CC(C)(C)O)(c2ccccc2)OC1=O. RXN SMILES: [Cl:36][c:37]1[s:38][c:39]([C:42]([F:43])([F:44])[F:45])[n:40][n:41]1.[OH:1][C:2]([CH2:3][C:4]1([c:28]2[cH:29][cH:30][cH:31][cH:32][cH:33]2)[CH2:5][CH2:6][N:7]([CH:11]([CH3:12])[c:13]2[cH:14][cH:15][c:16]([B:19]3[O:20][C:21]([CH3:22])([CH3:23])[C:24]([CH3:25])([CH3:26])[O:27]3)[cH:17][cH:18]2)[C:8](=[O:10])[O:9]1)([CH3:34])[CH3:35]>>[OH:1][C:2]([CH2:3][C:4]1([c:28]2[cH:29][cH:30][cH:31][cH:32][cH:33]2)[CH2:5][CH2:6][N:7]([CH:11]([CH3:12])[c:13]2[cH:14][cH:15][c:16](-[c:37]3[s:38][c:39]([C:42]([F:43])([F:44])[F:45])[n:40][n:41]3)[cH:17][cH:18]2)[C:8](=[O:10])[O:9]1)([CH3:34])[CH3:35]. Reactants: Cl.C(C)N(CCOC1=CC=C(C(=O)OCC)C=C1)CC (ethyl 4-(2-diethylaminoethoxy)benzoate hydrochloride), Cl (hydrochloric acid). Product: Cl.C(C)N(CCOC1=CC=C(C(=O)O)C=C1)CC (4-(2-diethylaminoethoxy)benzoic acid hydrochloride). As a reaction SMILES: [ClH:1].[CH2:2]([N:4]([CH2:19][CH3:20])[CH2:5][CH2:6][O:7][C:8]1[CH:18]=[CH:17][C:11]([C:12]([O:14]CC)=[O:13])=[CH:10][CH:9]=1)[CH3:3].Cl>>[ClH:1].[CH2:19]([N:4]([CH2:2][CH3:3])[CH2:5][CH2:6][O:7][C:8]1[CH:9]=[CH:10][C:11]([C:12]([OH:14])=[O:13])=[CH:17][CH:18]=1)[CH3:20] |f:0.1,3.4|. Procedure details: Hydrolysis of ethyl 4-(2-diethylaminoethoxy)benzoate hydrochloride with aqueous concentrated hydrochloric acid at 100° for two hours gives 4-(2-diethylaminoethoxy)benzoic acid hydrochloride, m.p. 166°-168°. Reactants: CO, CC1(C)COC2(CCC(=O)CC2)OC1, [H][H], N. Yields the product CC1(C)COC2(CCC(N)CC2)OC1. RXN SMILES: [CH3:18][OH:19].[CH3:1][C:2]1([CH3:14])[CH2:3][O:4][C:5]2([O:6][CH2:7]1)[CH2:8][CH2:9][C:10](=[O:13])[CH2:11][CH2:12]2.[H:16][H:17].[NH3:15]>>[CH3:1][C:2]1([CH3:14])[CH2:3][O:4][C:5]2([O:6][CH2:7]1)[CH2:8][CH2:9][CH:10]([NH2:15])[CH2:11][CH2:12]2. The reactants are FC(C1=CC=C(C(=O)O)C=C1)(F)F (4-trifluoromethylbenzoic acid), NC=1C=CC(=NC1)OC1=CC=C(C=C1)C(CC)=O (1-{4-[(5-amino-2-pyridinyl)oxy]phenyl)-1-propanone). The product is NC=1C=CC(=NC1)OC1=C2CCC(C2=CC=C1)=O (4-[(5-amino-2-pyridinyl)oxy]-1-indanone). As a reaction SMILES: FC(F)(F)C1C=C[C:6]([C:7](O)=[O:8])=[CH:5]C=1.[NH2:14][C:15]1[CH:16]=[CH:17][C:18]([O:21][C:22]2[CH:27]=[CH:26][C:25](C(=O)CC)=[CH:24][CH:23]=2)=[N:19][CH:20]=1>>[NH2:14][C:15]1[CH:16]=[CH:17][C:18]([O:21][C:22]2[CH:23]=[CH:24][CH:25]=[C:26]3[C:27]=2[CH2:5][CH2:6][C:7]3=[O:8])=[N:19][CH:20]=1. Reported procedure: According to the same manner as that described in Example 1 except for using an equimolar amount of 4-trifluoromethylbenzoic acid in place of 3,4-dichlorobenzoic acid and using an equimolar amount of 1-{4-[(5-amino-2-pyridinyl)oxy]phenyl)-1-propanone obtained in Reference Example 27 in place of 4-[(5-amino-2-pyridinyl)oxy]-1-indanone, the reaction was carried out to obtain the titled compound.